Dataset: the Open Reaction Database (ORD), a public repository of structured organic reaction records. Task: describe an organic reaction: reactants, conditions, products, and yield The reactants are resultant residue, HCl-, C(=O)(OCC1=CC=CC=C1)NCCC(=O)NCC1CC=2C(=C3C=CC(NC3=C(C2)C)=O)O1 (2-(Carbobenzyloxy-β-alanyl]aminomethyl-5-methyl-2,3,6,7-tetrahydrofuro-[2,3-f]quinoline-7-one), CN(C=O)C (dimethylformamide), [H][H] (hydrogen), CO.CCOCC (methanol ether). The reagents and catalysts are [Pd] (palladium-on-carbon). The solvent is CO (methanol). Product: N[C@H](C)C(=O)CC1CC=2C(=C3C=CC(NC3=C(C2)C)=O)O1 (2-(D-Alanylmethyl)-5-methyl-2,3,6,7-tetrahydrofuro-[2,3-f]quinoline-7-one). Yield: 88.8%. As a reaction SMILES: C(NCCC(N[CH2:17][CH:18]1[O:32][C:21]2=[C:22]3[C:27](=[C:28]([CH3:30])[CH:29]=[C:20]2[CH2:19]1)[NH:26][C:25](=[O:31])[CH:24]=[CH:23]3)=O)(OCC1C=CC=CC=1)=O.[H][H].[CH3:35]O.C[CH2:38][O:39]CC.C[N:43]([CH3:46])C=O>CO.[Pd]>[NH2:43][C@@H:46]([C:38]([CH2:17][CH:18]1[O:32][C:21]2=[C:22]3[C:27](=[C:28]([CH3:30])[CH:29]=[C:20]2[CH2:19]1)[NH:26][C:25](=[O:31])[CH:24]=[CH:23]3)=[O:39])[CH3:35] |f:2.3|. Procedure details: 2-(Carbobenzyloxy-β-alanyl]aminomethyl-5-methyl-2,3,6,7-tetrahydrofuro-[2,3-f]quinoline-7-one (2.61 g, 6.00 mmol) was dissolved in dimethylformamide (200 ml). To the obtained solution, 10% palladium-on-carbon (2.61 g) was added, followed by stirring at room temperature for 5 hours in the atmosphere of hydrogen. The reaction mixture was filtered, and the filtrate was condensed under reduced pressure. The resultant residue was dissolved in methanol (50 ml). To the obtained solution, 1.37 N-HCl--me... Reactants: COC(=O)Cc1cc(OC2CCNCC2)c2cc(F)ccc2c1, CC(=O)Cl, CN(C)c1ccncc1, C1CCOC1. The product is COC(=O)Cc1cc(OC2CCN(C(C)=O)CC2)c2cc(F)ccc2c1. RXN SMILES: [CH3:1][O:2][C:3]([CH2:4][c:5]1[cH:6][c:7]2[cH:8][cH:9][c:10]([F:22])[cH:11][c:12]2[c:13]([O:15][CH:16]2[CH2:17][CH2:18][NH:19][CH2:20][CH2:21]2)[cH:14]1)=[O:23].[CH3:24][C:25]([Cl:26])=[O:27].[CH3:33][N:34]([CH3:35])[c:36]1[cH:37][cH:38][n:39][cH:40][cH:41]1.[O:28]1[CH2:29][CH2:30][CH2:31][CH2:32]1>>[CH3:1][O:2][C:3]([CH2:4][c:5]1[cH:6][c:7]2[cH:8][cH:9][c:10]([F:22])[cH:11][c:12]2[c:13]([O:15][CH:16]2[CH2:17][CH2:18][N:19]([C:25]([CH3:24])=[O:27])[CH2:20][CH2:21]2)[cH:14]1)=[O:23].